Dataset: the Open Reaction Database (ORD), a public repository of structured organic reaction records. Task: describe an organic reaction: reactants, conditions, products, and yield Reactants: S1C=CC=2C1=NC=CC2 (thieno[2,3-b]pyridine), C(CCC)[Li] (n-butyllithium), C(CCC)[Sn](Cl)(CCCC)CCCC (tributylchlorostannane), C([O-])(O)=O.[Na+] (sodium bicarbonate). The solvent is C1CCOC1 (THF), C1CCOC1 (THF). Conditions: temperature -78 celsius, time 60 minute. Product: C(CCC)[Sn](C1=CC=2C(=NC=CC2)S1)(CCCC)CCCC (2-(Tributylstannyl)thieno[2,3-b]pyridine). Isolated yield 71.7%. Reaction SMILES: [S:1]1[C:5]2=[N:6][CH:7]=[CH:8][CH:9]=[C:4]2[CH:3]=[CH:2]1.C([Li])CCC.[CH2:15]([Sn:19]([CH2:25][CH2:26][CH2:27][CH3:28])([CH2:21][CH2:22][CH2:23][CH3:24])Cl)[CH2:16][CH2:17][CH3:18].C(=O)(O)[O-].[Na+]>C1COCC1>[CH2:25]([Sn:19]([CH2:15][CH2:16][CH2:17][CH3:18])([CH2:21][CH2:22][CH2:23][CH3:24])[C:2]1[S:1][C:5]2=[N:6][CH:7]=[CH:8][CH:9]=[C:4]2[CH:3]=1)[CH2:26][CH2:27][CH3:28] |f:3.4|. Procedure details: To a cold (−78° C.) solution of thieno[2,3-b]pyridine (2.000 g, 14.79 mmol) in anhydrous THF (50 mL) was added n-butyllithium (10.17 mL, 16.27 mmol) dropwise. The reaction mixture was stirred for 60 minutes at −78° C. A solution of tributylchlorostannane (4.79 mL, 17.75 mmol) in anhydrous THF (10 mL) was added and the reaction mixture was stirred for 30 minutes at −78° C. The solution was allowed to warm to room temperature over a period of 2 to 3 hours. Saturated aqueous sodium bicarbonate was ... Reaction SMILES: [CH:1]([C:3]1[CH:12]=[CH:11][C:6]([C:7]([O:9][CH3:10])=[O:8])=[CH:5][CH:4]=1)=[O:2].[H][H]>[Ni].C1(C)C=CC=CC=1>[OH:2][CH2:1][C:3]1[CH:4]=[CH:5][C:6]([C:7]([O:9][CH3:10])=[O:8])=[CH:11][CH:12]=1. The reactants are C(=O)C1=CC=C(C(=O)OC)C=C1 (methyl 4-formylbenzoate), [H][H] (hydrogen). The reagents and catalysts are [Ni] (Raney nickel). The yield is 90.0%. Reported procedure: A mixture of methyl 4-formylbenzoate (500 g, 3.05 mole), Raney nickel (25 g) and toluene (1000 mL) is heated in an autoclave between 60 and 75° C. under a hydrogen atmosphere at between 41 and 44 bars absolute for 3.5 hours. The hydrogen pressure then is released and the catalyst removed from the reaction mixture by filtration at 40° to 60° C. The toluene is removed by distillation and the product, methyl 4-(hydroxymethyl)benzoate obtained in a 90% yield, is used in the next step without further... Product: OCC1=CC=C(C(=O)OC)C=C1 (methyl 4-(hydroxymethyl)benzoate). The solvent is C1(=CC=CC=C1)C (toluene). Starting materials: C(C)OC(=O)COC1=CC=NC2=C(C=CC=C12)[N+](=O)[O-] (4-ethoxycarbonylmethoxy-8-nitroquinoline). The reagents and catalysts are [Pd] (palladium on carbon). The solvent is C(C)O (ethanol), O1CCOCC1 (dioxane). Conditions: time 5 hour. Product: NC=1C=CC=C2C(=CC=NC12)OCC(=O)OCC (8-amino-4-(ethoxycarbonylmethoxy)quinoline). Isolated yield 65.0%. As a reaction SMILES: [CH2:1]([O:3][C:4]([CH2:6][O:7][C:8]1[C:17]2[C:12](=[C:13]([N+:18]([O-])=O)[CH:14]=[CH:15][CH:16]=2)[N:11]=[CH:10][CH:9]=1)=[O:5])[CH3:2]>[Pd].C(O)C.O1CCOCC1>[NH2:18][C:13]1[CH:14]=[CH:15][CH:16]=[C:17]2[C:12]=1[N:11]=[CH:10][CH:9]=[C:8]2[O:7][CH2:6][C:4]([O:3][CH2:1][CH3:2])=[O:5]. Reported procedure: A mixture of 4-ethoxycarbonylmethoxy-8-nitroquinoline (404 mg) and 10% palladium on carbon in ethanol (5 ml) and dioxane (5 ml) was stirred for 5 hours at ambient temperature under hydrogen atmosphere. Insoluble material was filtered off and the filtrate was concentrated in vacuo. The residue was pulverized with diethyl ether to give 8-amino-4-(ethoxycarbonylmethoxy)quinoline (234 mg). Starting materials: Cl.N[C@@H]1CC[C@H](CC1)NC(=O)C1=C(NC=2C1=NC=CC2C2=C(C=C(C(=C2)OC)F)OCC2CC2)C (N-(trans-4-aminocyclohexyl)-7-[2-(cyclopropylmethoxy)-4-fluoro-5-methoxyphenyl]-2-methyl-1H-pyrrolo[3,2-b]pyridine-3-carboxamide hydrochloride), C(C)(=O)Cl (acetyl chloride). Product: C(C)(=O)N[C@@H]1CC[C@H](CC1)NC(=O)C1=C(NC=2C1=NC=CC2C2=C(C=C(C(=C2)OC)F)OCC2CC2)C (N-[trans-4-(Acetylamino)cyclohexyl]-7-[2-(cyclopropylmethoxy)-4-fluoro-5-methoxyphenyl]-2-methyl-1H-pyrrolo[3,2-b]pyridine-3-carboxamide). RXN SMILES: Cl.[NH2:2][C@H:3]1[CH2:8][CH2:7][C@H:6]([NH:9][C:10]([C:12]2[C:16]3=[N:17][CH:18]=[CH:19][C:20]([C:21]4[CH:26]=[C:25]([O:27][CH3:28])[C:24]([F:29])=[CH:23][C:22]=4[O:30][CH2:31][CH:32]4[CH2:34][CH2:33]4)=[C:15]3[NH:14][C:13]=2[CH3:35])=[O:11])[CH2:5][CH2:4]1.[C:36](Cl)(=[O:38])[CH3:37]>>[C:36]([NH:2][C@H:3]1[CH2:8][CH2:7][C@H:6]([NH:9][C:10]([C:12]2[C:16]3=[N:17][CH:18]=[CH:19][C:20]([C:21]4[CH:26]=[C:25]([O:27][CH3:28])[C:24]([F:29])=[CH:23][C:22]=4[O:30][CH2:31][CH:32]4[CH2:33][CH2:34]4)=[C:15]3[NH:14][C:13]=2[CH3:35])=[O:11])[CH2:5][CH2:4]1)(=[O:38])[CH3:37] |f:0.1|. Reported procedure: Starting from N-(trans-4-aminocyclohexyl)-7-[2-(cyclopropylmethoxy)-4-fluoro-5-methoxyphenyl]-2-methyl-1H-pyrrolo[3,2-b]pyridine-3-carboxamide hydrochloride (example D.f22) and commercially available acetyl chloride the title compound is obtained as colorless solid. Reactants: 738, BrC1=C(C(=CC(=C1)C1=C2C=CC=CC2=C(C2=C1C1=C(S2)C=CC=C1)SC1=CC=CC=C1)Br)O (2,6-dibromo-4-(6-phenylsulfanyl-benzo[b]naphtho[2,3-d ]thiophen-11-yl)-phenol), O[C@H](C(=O)OC)CC1=CC=CC=C1 ((S)-2-Hydroxy-3-phenylpropionic acid, methyl ester), 740, BrBr (bromine), 742. Yields the product BrC1=C(O[C@@H](C(=O)O)CC2=CC=CC=C2)C(=CC(=C1)C1=C2C=CC=CC2=C(C2=C1C1=C(S2)C=CC=C1)SC1=CC=CC=C1)Br ((R)-2-[2,6-Dibromo-4-(6-phenylsulfanyl-benzo[b]naphtho[2,3-d]thiophen-11 -yl)-phenoxy]-3-phenyl-propionic acid). RXN SMILES: [Br:1][C:2]1[CH:7]=[C:6]([C:8]2[C:17]3[C:18]4[CH:24]=[CH:23][CH:22]=[CH:21][C:19]=4[S:20][C:16]=3[C:15]([S:25][C:26]3[CH:31]=[CH:30][CH:29]=[CH:28][CH:27]=3)=[C:14]3[C:9]=2[CH:10]=[CH:11][CH:12]=[CH:13]3)[CH:5]=[C:4]([Br:32])[C:3]=1[OH:33].O[C@@H:35]([CH2:40][C:41]1[CH:46]=[CH:45][CH:44]=[CH:43][CH:42]=1)[C:36]([O:38]C)=[O:37].BrBr>>[Br:32][C:4]1[CH:5]=[C:6]([C:8]2[C:17]3[C:18]4[CH:24]=[CH:23][CH:22]=[CH:21][C:19]=4[S:20][C:16]=3[C:15]([S:25][C:26]3[CH:27]=[CH:28][CH:29]=[CH:30][CH:31]=3)=[C:14]3[C:9]=2[CH:10]=[CH:11][CH:12]=[CH:13]3)[CH:7]=[C:2]([Br:1])[C:3]=1[O:33][C@H:35]([CH2:40][C:41]1[CH:46]=[CH:45][CH:44]=[CH:43][CH:42]=1)[C:36]([OH:38])=[O:37]. Reported procedure: Prepared from of 2,6-dibromo-4-(6-phenylsulfanyl-benzo[b]naphtho[2,3-d ]thiophen-11-yl)-phenol (Example 64) and (S)-2-hydroxy-3-phenylpropionic acid, methyl ester (Example 96). White solid: NMR (DMSO-d6); δ8.50 (d, J=8 Hz, 1 H), 7.98 (d, J=8 Hz, 1 H), 7.83 (d, J=2 Hz, 1 H), 7.81 (d, J=2 Hz, 1 H),7.71 (ddd, J=6, 5, 2 Hz, 2 H), 7.58 (m, 2 H), 7.47 (ddd, J=8, 8, 1 Hz, 1 H), 7.42 (d, J=8 Hz, 2 H), 7.34 (t, J=7 Hz, 2 H), 7.29-7.20 (m, 4 H), 7.17-7.08 (m, 3 H), 6.67 (d, J=8 Hz, 1 H), 5.35 (t, J=7 Hz, ...